This data is from the Open Reaction Database (ORD), a public repository of structured organic reaction records. The task is: describe an organic reaction: reactants, conditions, products, and yield The reactants are BrC1=CC=C(C=CC(=O)OCC)C=C1 (Ethyl 4 -bromocinnamate), [H-].C(C(C)C)[Al+]CC(C)C (Diisobutylaluminium hydride). The solvent is ClCCl (dichloromethane). Reaction conditions: time 18 hour. Product: BrC1=CC=C(C=C1)C=CCO (3-(4-bromophenyl)prop-2-en-1-ol). Yield: 87.9%. RXN SMILES: [Br:1][C:2]1[CH:14]=[CH:13][C:5]([CH:6]=[CH:7][C:8](OCC)=[O:9])=[CH:4][CH:3]=1.[H-].C([Al+]CC(C)C)C(C)C>ClCCl>[Br:1][C:2]1[CH:3]=[CH:4][C:5]([CH:6]=[CH:7][CH2:8][OH:9])=[CH:13][CH:14]=1 |f:1.2|. Procedure: Ethyl 4 -bromocinnamate (12.12 g) was dissolved in dry dichloromethane (50 ml) under nitrogen and cooled to -20°. Diisobutylaluminium hydride (100 ml, 1M solution in dichloromethane) (ex Aldrich) was added dropwise. The solution was allowed to warm to 25° then stirred for 18 hours then partitioned between ether and dilute hydrochloric acid. The organic phase was washed with saturated sodium bicarbonate, brine, dried over magnesium sulphate and concentrated under vacuum to give 3-(4-bromophenyl)p... The product is CC(C)(C#CC(=O)c1cscn1)O[Si](C)(C)C. Starting materials: C1CCOC1, [Li]CCCC, CON(C)C(=O)c1cscn1, C#CC(C)(C)O[Si](C)(C)C. Reaction SMILES: [CH2:27]1[O:28][CH2:29][CH2:30][CH2:31]1.[CH3:11][CH2:12][CH2:13][CH2:14][Li:15].[CH3:16][O:17][N:18]([C:19](=[O:20])[c:21]1[n:22][cH:23][s:24][cH:25]1)[CH3:26].[CH3:1][Si:2]([O:3][C:4]([CH3:5])([C:6]#[CH:7])[CH3:8])([CH3:9])[CH3:10]>>[CH3:1][Si:2]([O:3][C:4]([CH3:5])([C:6]#[C:7][C:19](=[O:20])[c:21]1[n:22][cH:23][s:24][cH:25]1)[CH3:8])([CH3:9])[CH3:10].